describe an organic reaction: reactants, conditions, products, and yield From a dataset of the Open Reaction Database (ORD), a public repository of structured organic reaction records. The reactants are C=CC(=O)N (Bio Gel P2), OC(=O)C1(O)C[C@H](O)[C@@H](NC(=O)C)[C@@H](O1)[C@H](O)[C@H](O)CO (NeuAc), OC(=O)C1(O)C[C@H](O)[C@@H](NC(=O)C)[C@@H](O1)[C@H](O)[C@H](O)CO (NeuAc), O([C@H]1[C@H](O)[C@@H](O)[C@@H](O)[C@H](O1)CO)[C@H]1[C@@H]([C@H](C(O)O[C@@H]1CO)NC(=O)C)O (Galβ4GlcNAc), P(O)(=O)(OP(=O)(O)OP(=O)(O)O)OC[C@@H]1[C@H]([C@H]([C@@H](O1)N1C=NC=2C(N)=NC=NC12)O)O (ATP), MgCl2.6H2O, MnCl2.4H2O, [Cl-].[K+] (KCl), CC(=O)N[C@@H]1[C@H](C[C@](OC1[C@@H]([C@@H](CO)O)O)(C(=O)O)OP(=O)([O-])OC[C@@H]2[C@H]([C@H]([C@@H](O2)N3C=CC(=NC3=O)N)O)O)O.[Na+] (CMP-NeuAc), sialyl, C1CN(CCN1CCO)CCS(=O)(=O)O (HEPES), trisaccharide. Run in O (water). Reaction conditions: temperature 25 celsius. The product is OC(=O)[C@@]1(OC[C@@H]2[C@@H]([C@@H]([C@H]([C@H](O[C@H]3[C@@H]([C@H](C(O)O[C@@H]3CO)NC(=O)C)O)O2)O)O)O)C[C@H](O)[C@@H](N)[C@@H](O1)[C@H](O)[C@H](O)CO (Neuα2,6Galβ1,4GlcNAc). Isolated yield 97.0%. As a reaction SMILES: [OH:1][C:2]([C:4]1([O:15][C@@H:14]([C@@H:16]([C@@H:18]([CH2:20][OH:21])[OH:19])[OH:17])[C@H:9]([NH:10]C(C)=O)[C@@H:7]([OH:8])[CH2:6]1)[OH:5])=[O:3].[O:22]([C@@H:34]1[C@@H:40]([CH2:41][OH:42])[O:39][CH:37]([OH:38])[C@H:36]([NH:43][C:44]([CH3:46])=[O:45])[C@H:35]1[OH:47])[C@@H:23]1[O:31][C@H:30]([CH2:32]O)[C@H:28]([OH:29])[C@H:26]([OH:27])[C@H:24]1[OH:25].P(OC[C@H]1O[C@@H](N2C3N=CN=C(N)C=3N=C2)[C@H](O)[C@@H]1O)(OP(OP(O)(O)=O)(O)=O)(=O)O.[Cl-].[K+].CC(N[C@H]1C([C@H](O)[C@H](O)CO)O[C@](OP(OC[C@H]2O[C@@H](N3C(=O)N=C(N)C=C3)[C@H](O)[C@@H]2O)([O-])=O)(C(O)=O)C[C@@H]1O)=O.[Na+].C1N(CCO)CCN(CCS(O)(=O)=O)C1.C=CC(N)=O>O>[OH:1][C:2]([C@@:4]1([O:15][C@@H:14]([C@@H:16]([C@@H:18]([CH2:20][OH:21])[OH:19])[OH:17])[C@H:9]([NH2:10])[C@@H:7]([OH:8])[CH2:6]1)[O:5][CH2:32][C@H:30]1[O:31][C@@H:23]([O:22][C@@H:34]2[C@@H:40]([CH2:41][OH:42])[O:39][CH:37]([OH:38])[C@H:36]([NH:43][C:44]([CH3:46])=[O:45])[C@H:35]2[OH:47])[C@H:24]([OH:25])[C@@H:26]([OH:27])[C@H:28]1[OH:29])=[O:3] |f:3.4,5.6|. Procedure details: NeuAc (0.92 g, 3 mmol), Galβ4GlcNAc (1.1 g, 3 mmol), CMP (0.1 g, 30 μmol), ATP (16 mg, 3 μmol), PEP (2.8 g, 6 mmol), MgCl2.6H2O (0.61 g, 3 mmol), MnCl2.4H2O (0.15 g, 0.8 mmol), KCl (0.22 g, 3 mmol), NMK or MK (450 U), PK (6,000 U), PPase (300 U), CMP-NeuAc synthetase (24 U), and Siaα2,6Gal sialyl transferase (4 U) were mixed with 150 ml of HEPES buffer (0.2M, pH 7.5) to form a reaction mixture and the reaction mixture maintained under argon at about 25° C. for about 48 hours. After the disappear... Reactants: NC1=CC=C(CC2=NC=3N(C(N(C(C3N2)=O)CC2=C(C=CC=C2)F)=O)CCCC)C=C1 (8-(4-amino-benzyl)-3-butyl-1-(2-fluoro-benzyl)-3,7-dihydro-purine-2,6-dione), FC1=C(C(=CC=C1)F)S(=O)(=O)Cl (2,6-difluoro-benzenesulfonyl chloride). Yields the product C(CCC)N1C(N(C(C=2NC(=NC12)CC1=CC=C(C=C1)NS(=O)(=O)C1=C(C=CC=C1F)F)=O)CC1=C(C=CC=C1)F)=O (N-{4-[3-Butyl-1-(2-fluoro-benzyl)-2,6-dioxo-2,3,6,7-tetrahydro-1H-purin-8-ylmethyl]-phenyl}-2,6-difluoro-benzenesulfonamide). Reaction SMILES: [NH2:1][C:2]1[CH:31]=[CH:30][C:5]([CH2:6][C:7]2[NH:15][C:14]3[C:13](=[O:16])[N:12]([CH2:17][C:18]4[CH:23]=[CH:22][CH:21]=[CH:20][C:19]=4[F:24])[C:11](=[O:25])[N:10]([CH2:26][CH2:27][CH2:28][CH3:29])[C:9]=3[N:8]=2)=[CH:4][CH:3]=1.[F:32][C:33]1[CH:38]=[CH:37][CH:36]=[C:35]([F:39])[C:34]=1[S:40](Cl)(=[O:42])=[O:41]>>[CH2:26]([N:10]1[C:9]2[N:8]=[C:7]([CH2:6][C:5]3[CH:4]=[CH:3][C:2]([NH:1][S:40]([C:34]4[C:35]([F:39])=[CH:36][CH:37]=[CH:38][C:33]=4[F:32])(=[O:42])=[O:41])=[CH:31][CH:30]=3)[NH:15][C:14]=2[C:13](=[O:16])[N:12]([CH2:17][C:18]2[CH:23]=[CH:22][CH:21]=[CH:20][C:19]=2[F:24])[C:11]1=[O:25])[CH2:27][CH2:28][CH3:29]. Procedure: Prepared from 8-(4-amino-benzyl)-3-butyl-1-(2-fluoro-benzyl)-3,7-dihydro-purine-2,6-dione and 2,6-difluoro-benzenesulfonyl chloride. Purity (ELSD, based on MW=597.6)=80%. The reactants are C(CC)N(C1CC=2C=C3C=CNC3=CC2C1)CCC (dipropyl-(1,5,6,7-tetrahydro-1-aza-s-indacen-6-yl)amine), P(=O)(Cl)(Cl)Cl (phosphorous oxychloride), [OH-].[Na+] (sodium hydroxide). Conditions: temperature 85 celsius. The product is C(CC)N(C1CC=2C=C3C(=CNC3=CC2C1)C(=O)C1=CC=CC=C1)CCC ((6-Dipropylamino-1,5,6,7-tetrahydro-1-aza-s-indacen-3-yl)-phenyl methanone). The yield is 100.0%. Reaction SMILES: [CH2:1]([N:4]([CH2:17][CH2:18][CH3:19])[CH:5]1[CH2:16][C:15]2[CH:14]=[C:13]3[C:9]([CH:10]=[CH:11][NH:12]3)=[CH:8][C:7]=2[CH2:6]1)[CH2:2][CH3:3].P(Cl)(Cl)(Cl)=O.[OH-:25].[Na+]>>[CH2:17]([N:4]([CH2:1][CH2:2][CH3:3])[CH:5]1[CH2:16][C:15]2[CH:14]=[C:13]3[C:9]([C:10]([C:6]([C:7]4[CH:8]=[CH:9][CH:13]=[CH:14][CH:15]=4)=[O:25])=[CH:11][NH:12]3)=[CH:8][C:7]=2[CH2:6]1)[CH2:18][CH3:19] |f:2.3|. Reported procedure: A mixture of dipropyl-(1,5,6,7-tetrahydro-1-aza-s-indacen-6-yl)amine (31 mg, 0.12 mmol) N,N-dimethylbenzamide (36 mg, 0.24 mmol) and phosphorous oxychloride (14 μL, 23 mg, 0.15 mmol) was heated at 85° C. overnight. After cooling, 3M sodium hydroxide (4 mL) was added and the resulting mixture was heated at 85° C. for 1 hour. The mixture was cooled and extracted (ethyl acetate) three times. The organic solution was dried (magnesium sulfate), filtered and evaporated to yield 46 mg (100%) of the des... Starting materials: CO, COc1cc(F)c(C(C)C)cc1-c1ccc(Cl)nc1CN1C(=O)OC(c2cc(C(F)(F)F)cc(C(F)(F)F)c2)C1C, [H][H]. Yields the product COc1cc(F)c(C(C)C)cc1-c1cccnc1CN1C(=O)OC(c2cc(C(F)(F)F)cc(C(F)(F)F)c2)C1C. RXN SMILES: [CH3:44][OH:45].[F:1][C:2]([c:3]1[cH:4][c:5]([CH:13]2[CH:14]([CH3:39])[N:15]([CH2:19][c:20]3[n:21][c:22]([Cl:38])[cH:23][cH:24][c:25]3-[c:26]3[c:27]([O:36][CH3:37])[cH:28][c:29]([F:35])[c:30]([CH:32]([CH3:33])[CH3:34])[cH:31]3)[C:16](=[O:18])[O:17]2)[cH:6][c:7]([C:9]([F:10])([F:11])[F:12])[cH:8]1)([F:40])[F:41].[H:42][H:43]>>[F:1][C:2]([c:3]1[cH:4][c:5]([CH:13]2[CH:14]([CH3:39])[N:15]([CH2:19][c:20]3[n:21][cH:22][cH:23][cH:24][c:25]3-[c:26]3[c:27]([O:36][CH3:37])[cH:28][c:29]([F:35])[c:30]([CH:32]([CH3:33])[CH3:34])[cH:31]3)[C:16](=[O:18])[O:17]2)[cH:6][c:7]([C:9]([F:10])([F:11])[F:12])[cH:8]1)([F:40])[F:41]. Reactants: C(C)(C)(C)OC(=O)N1[C@@H](C[C@H](C1)OS(=O)(=O)C)C ((2R,4R)-1-(tert-butoxycarbonyl)-4-methanesulfonyloxy-2-methylpyrrolidine), [C-]#N.[Na+] (sodium cyanide), O (water), C(C)(=O)OCC (ethyl acetate). The solvent is CS(=O)C (dimethyl sulfoxide). Product: C(C)(C)(C)OC(=O)N1[C@@H](C[C@@H](C1)C#N)C ((2R,4S)-1-(tert-butoxycarbonyl)-4-cyano-2-methylpyrrolidine). The yield is 71.6%. Reaction SMILES: [C:1]([O:5][C:6]([N:8]1[CH2:12][C@H:11](OS(C)(=O)=O)[CH2:10][C@H:9]1[CH3:18])=[O:7])([CH3:4])([CH3:3])[CH3:2].[C-:19]#[N:20].[Na+].O.C(OCC)(=O)C>CS(C)=O>[C:1]([O:5][C:6]([N:8]1[CH2:12][C@@H:11]([C:19]#[N:20])[CH2:10][C@H:9]1[CH3:18])=[O:7])([CH3:4])([CH3:3])[CH3:2] |f:1.2|. Procedure details: A solution of (2R,4R)-1-(tert-butoxycarbonyl)-4-methanesulfonyloxy-2-methylpyrrolidine (2.3 g) and sodium cyanide (1.37 g) in dimethyl sulfoxide (25 ml) was heated for two and a half hours at 90° C. The reaction mixture was poured into a mixture of water (100 ml) and ethyl acetate (100 ml). The organic layer was separated, washed with brine, and dried over magnesium sulfate. Evaporation of the solvent gave an oil, which was chromatographed on silica gel (100 ml) eluting with a mixture of hexane ... The reactants are Cl.BrC=1C=NN(C1)C1CCNCC1 (4-(4-bromopyrazol-1-yl)piperidine hydrochloride), C(C)(=O)OC(C)=O (acetic anhydride). The solvent is N1=CC=CC=C1 (pyridine). Reaction conditions: temperature 40 celsius. Product: BrC=1C=NN(C1)C1CCN(CC1)C(C)=O (1-[4-(4-Bromo-pyrazol-1-yl)-piperidin-1-yl]-ethanone). The yield is 81.3%. As a reaction SMILES: Cl.[Br:2][C:3]1[CH:4]=[N:5][N:6]([CH:8]2[CH2:13][CH2:12][NH:11][CH2:10][CH2:9]2)[CH:7]=1.[C:14](OC(=O)C)(=[O:16])[CH3:15]>N1C=CC=CC=1>[Br:2][C:3]1[CH:4]=[N:5][N:6]([CH:8]2[CH2:13][CH2:12][N:11]([C:14](=[O:16])[CH3:15])[CH2:10][CH2:9]2)[CH:7]=1 |f:0.1|. Reported procedure: To a solution of 4-(4-bromopyrazol-1-yl)piperidine hydrochloride (300 mg, 1.13 mmol) in pyridine (3 ml) was added acetic anhydride (0.107 ml, 1.13 mmol) under an inert atmosphere. The reaction was stirred at 40° C., until reaction complete then evaporated under reduced pressure and re-evaporated with toluene twice, then partitioned between water and EtOAc. The organic layer was washed with brine, dried over MgSO4, filtered and concentrated under reduced pressure to give the product (250 mg), whi... Starting materials: BrC(Br)(Br)Br, CCCCCC(C=O)c1ccc2c(c1)N(C(=O)OC(C)(C)C)CCC2(C)C, ClCCl, c1ccc(P(c2ccccc2)c2ccccc2)cc1. The product is CCCCCC(C=C(Br)Br)c1ccc2c(c1)N(C(=O)OC(C)(C)C)CCC2(C)C. Reaction SMILES: [C:1]([Br:2])([Br:3])([Br:4])[Br:5].[C:25]([CH3:26])([CH3:27])([CH3:28])[O:29][C:30](=[O:31])[N:32]1[CH2:33][CH2:34][C:35]([CH3:50])([CH3:51])[c:36]2[cH:37][cH:38][c:39]([CH:42]([CH2:43][CH2:44][CH2:45][CH2:46][CH3:47])[CH:48]=[O:49])[cH:40][c:41]21.[Cl:52][CH2:53][Cl:54].[c:6]1([P:7]([c:8]2[cH:9][cH:10][cH:11][cH:12][cH:13]2)[c:14]2[cH:15][cH:16][cH:17][cH:18][cH:19]2)[cH:20][cH:21][cH:22][cH:23][cH:24]1>>[C:1]([Br:2])([Br:5])=[CH:48][CH:42]([c:39]1[cH:38][cH:37][c:36]2[c:41]([cH:40]1)[N:32]([C:30]([O:29][C:25]([CH3:26])([CH3:27])[CH3:28])=[O:31])[CH2:33][CH2:34][C:35]2([CH3:50])[CH3:51])[CH2:43][CH2:44][CH2:45][CH2:46][CH3:47]. Starting materials: O=S(=O)(Cl)c1cccc(OC(F)F)c1, Nc1cc(Br)cnc1Cl, c1ccncc1. Yields the product O=S(=O)(Nc1cc(Br)cnc1Cl)c1cccc(OC(F)F)c1. As a reaction SMILES: [F:10][CH:11]([O:12][c:13]1[cH:14][c:15]([S:19](=[O:20])(=[O:21])[Cl:22])[cH:16][cH:17][cH:18]1)[F:23].[NH2:1][c:2]1[c:3]([Cl:9])[n:4][cH:5][c:6]([Br:8])[cH:7]1.[cH:24]1[cH:25][cH:26][n:27][cH:28][cH:29]1>>[NH:1]([c:2]1[c:3]([Cl:9])[n:4][cH:5][c:6]([Br:8])[cH:7]1)[S:19]([c:15]1[cH:14][c:13]([O:12][CH:11]([F:10])[F:23])[cH:18][cH:17][cH:16]1)(=[O:20])=[O:21]. Starting materials: FC1=C(C(C(=O)O)=C(C(=C1F)F)F)C(=O)O (3,4,5,6-tetrafluorophthalic acid), [OH-].[K+] (potassium hydroxide), hydroxychloric acid. Run in O (water). Conditions: temperature 90 celsius, time 9 hour. Product: FC1=C(C(C(=O)O)=C(C(=C1O)F)F)C(=O)O (3,5,6-trifluoro-4-hydroxyphthalic acid). Reaction SMILES: [OH-].[K+].[F:3][C:4]1[C:12](F)=[C:11]([F:14])[C:10]([F:15])=[C:6]([C:7]([OH:9])=[O:8])[C:5]=1[C:16]([OH:18])=[O:17].[OH:19][ClH](O)(=O)=O>O>[F:3][C:4]1[C:12]([OH:19])=[C:11]([F:14])[C:10]([F:15])=[C:6]([C:7]([OH:9])=[O:8])[C:5]=1[C:16]([OH:18])=[O:17] |f:0.1|. Reported procedure: An amount of 2 g (30.7 mmole) of 86% potassium hydroxide was dissolved in 10 ml of water and heated to 90° C. To this solution, under stirring, was added gradually 1.0 g (4.20 mmole) of 3,4,5,6-tetrafluorophthalic acid, and the reaction was carried out at 90° C. for 9 hours. After left to cool, to the aqueous reaction solution was added concentrated hydroxychloric acid to adjust pH to 2 to give 3,5,6-trifluoro-4-hydroxyphthalic acid. To this was added 15 ml of diethyl ether, and 3,5,6-trifluoro-...